describe an organic reaction: reactants, conditions, products, and yield From a dataset of the Open Reaction Database (ORD), a public repository of structured organic reaction records. Reactants: C(C)(=O)C=1C(=CC(=C(C1)NC(OC1=CC=CC=C1)=S)OC)C (Phenyl N-(5-acetyl-2-methoxy-4-methylphenyl)thiocarbamate), ClC=1C=C(C=C(C1)Cl)N1CCNCC1 (1-(3,5-dichlorophenyl)piperazine). Yields the product C(C)(=O)C=1C(=CC(=C(C1)NC(=S)N1CCN(CC1)C1=CC(=CC(=C1)Cl)Cl)OC)C (1-[(5-Acetyl-2-methoxy-4-methylphenyl)aminothiocarbonyl]-4-(3,5-dichlorophenyl)piperazine). Yield: 79.0%. RXN SMILES: [C:1]([C:4]1[C:5]([CH3:22])=[CH:6][C:7]([O:20][CH3:21])=[C:8]([NH:10][C:11](=[S:19])OC2C=CC=CC=2)[CH:9]=1)(=[O:3])[CH3:2].[Cl:23][C:24]1[CH:25]=[C:26]([N:31]2[CH2:36][CH2:35][NH:34][CH2:33][CH2:32]2)[CH:27]=[C:28]([Cl:30])[CH:29]=1>>[C:1]([C:4]1[C:5]([CH3:22])=[CH:6][C:7]([O:20][CH3:21])=[C:8]([NH:10][C:11]([N:34]2[CH2:33][CH2:32][N:31]([C:26]3[CH:25]=[C:24]([Cl:23])[CH:29]=[C:28]([Cl:30])[CH:27]=3)[CH2:36][CH2:35]2)=[S:19])[CH:9]=1)(=[O:3])[CH3:2]. Reported procedure: Phenyl N-(5-acetyl-2-methoxy-4-methylphenyl)thiocarbamate and 1-(3,5-dichlorophenyl)piperazine were reacted by the same way with the example 197 to obtain the titled compound. The reactants are C(CCC)OC1=NC(=C2N=C(N(C2=N1)CCCC1NCCCC1)OC)N (2-(Butyloxy)-8-(methyloxy)-9-[3-(2-piperidinyl)propyl]-9H-purin-6-amine), NC1=C2N=C(N(C2=NC(=N1)OCCCC)CC1CCN(CC1)C(=O)OCC1=CC=CC=C1)OC (phenylmethyl 4-{[6-amino-2-(butyloxy)-8-(methyloxy)-9H-purin-9-yl]methyl}-1-piperidinecarboxylate). Product: C(CCC)OC1=NC(=C2N=C(N(C2=N1)CC1CCNCC1)OC)N (2-(Butyloxy)-8-(methyloxy)-9-(4-piperidinylmethyl)-9H-purin-6-amine). RXN SMILES: [CH2:1]([O:5][C:6]1[N:14]=[C:13]2[C:9]([N:10]=[C:11]([O:24][CH3:25])[N:12]2[CH2:15][CH2:16][CH2:17][CH:18]2CC[CH2:21][CH2:20][NH:19]2)=[C:8]([NH2:26])[N:7]=1)[CH2:2][CH2:3][CH3:4].NC1N=C(OCCCC)N=C2C=1N=C(OC)N2CC1CCN(C(OCC2C=CC=CC=2)=O)CC1>>[CH2:1]([O:5][C:6]1[N:14]=[C:13]2[C:9]([N:10]=[C:11]([O:24][CH3:25])[N:12]2[CH2:15][CH:16]2[CH2:17][CH2:18][NH:19][CH2:20][CH2:21]2)=[C:8]([NH2:26])[N:7]=1)[CH2:2][CH2:3][CH3:4]. Reported procedure: Prepared similarly to Intermediate 32 from phenylmethyl 4-{[6-amino-2-(butyloxy)-8-(methyloxy)-9H-purin-9-yl]methyl}-1-piperidinecarboxylate.